Dataset: the Open Reaction Database (ORD), a public repository of structured organic reaction records. Task: describe an organic reaction: reactants, conditions, products, and yield Yields the product CNC(=O)N=S(C)(=O)c1ccc([N+](=O)[O-])cc1. Starting materials: CN=C=O, Cc1ccccc1, CS(=N)(=O)c1ccc([N+](=O)[O-])cc1. Reaction SMILES: [CH3:14][N:15]=[C:16]=[O:17].[CH3:18][c:19]1[cH:20][cH:21][cH:22][cH:23][cH:24]1.[N+:1](=[O:2])([O-:3])[c:4]1[cH:5][cH:6][c:7]([S:10](=[O:11])(=[NH:12])[CH3:13])[cH:8][cH:9]1>>[N+:1](=[O:2])([O-:3])[c:4]1[cH:5][cH:6][c:7]([S:10](=[O:11])(=[N:12][C:16]([NH:15][CH3:14])=[O:17])[CH3:13])[cH:8][cH:9]1. The reactants are B(OC)(OC)OC (trimethyl borate), C(C)(C)(C)[Li] (t-butyllithium), CCCCC (pentane), COC1=CC=C(NC(OC(C)(C)C)=O)C=C1 (tert-butyl 4-methoxycarbanilate). Solvent: CCOCC (ether). Conditions: temperature -20 celsius, time 5 hour. The product is B(O)(O)C1=C(NC(OC(C)(C)C)=O)C=CC(=C1)OC (tert-Butyl 2-Borono-4-methoxycarbanilate). Yield: 54.8%. RXN SMILES: C([Li])(C)(C)C.CCCCC.[CH3:11][O:12][C:13]1[CH:26]=[CH:25][C:16]([NH:17][C:18](=[O:24])[O:19][C:20]([CH3:23])([CH3:22])[CH3:21])=[CH:15][CH:14]=1.[B:27](OC)([O:30]C)[O:28]C>CCOCC>[B:27]([C:15]1[CH:14]=[C:13]([O:12][CH3:11])[CH:26]=[CH:25][C:16]=1[NH:17][C:18](=[O:24])[O:19][C:20]([CH3:23])([CH3:21])[CH3:22])([OH:30])[OH:28]. Procedure details: A solution of t-butyllithium in pentane (1.70M, 200 mL, 340 mmol, 2.50 equiv) was added via cannula to a solution of tert-butyl 4-methoxycarbanilate (30.4 g, 136 mmol, 1 equiv) in ether (500 mL) at -20° C., producing a cloudy yellow solution. After stirring at -20° C. for 5 h, trimethyl borate (46.3 mL, 408 mmol, 3.00 equiv) was added. The resulting viscous solution was swirled by hand for 5 min, then was allowed to warm to 23° C. and was held at that temperature for 12 h. The product solution w... Reactants: CCCCCC1CCC(CCc2ccc(C#N)cc2)CC1, CC(C)C[AlH]CC(C)C, Cc1ccccc1, O=S(=O)(O)O. Product: CCCCCC1CCC(CCc2ccc(C=O)cc2)CC1. Reaction SMILES: [CH2:1]([CH2:2][CH2:3][CH2:4][CH3:5])[CH:6]1[CH2:7][CH2:8][CH:9]([CH2:12][CH2:13][c:14]2[cH:15][cH:16][c:17]([C:18]#[N:19])[cH:20][cH:21]2)[CH2:10][CH2:11]1.[CH3:22][CH:23]([CH2:24][AlH:25][CH2:26][CH:27]([CH3:28])[CH3:29])[CH3:30].[CH3:36][c:37]1[cH:38][cH:39][cH:40][cH:41][cH:42]1.[S:31]([OH:32])(=[O:33])(=[O:34])[OH:35]>>[CH2:1]([CH2:2][CH2:3][CH2:4][CH3:5])[CH:6]1[CH2:7][CH2:8][CH:9]([CH2:12][CH2:13][c:14]2[cH:15][cH:16][c:17]([CH:18]=[O:32])[cH:20][cH:21]2)[CH2:10][CH2:11]1. Starting materials: OC1C(NC2=C(C1=O)C=CC=C2)C2=CC=CC=C2 (3-hydroxy-2-phenyl-2H, 3H, 4H-1-benzopyridin-4-one), [OH-].[Na+] (NaOH), CO (MeOH), OO (H2O2). Solvent: O (water). Reaction conditions: time 4 hour. Product: OC1C(=NC2=C(C1=O)C=CC=C2)C2=CC=CC=C2 (3-Hydroxy-2-phenyl-4H-1-benzopyridin-4-one). The yield is 17.0%. As a reaction SMILES: [OH:1][CH:2]1[C:7](=[O:8])[C:6]2[CH:9]=[CH:10][CH:11]=[CH:12][C:5]=2[NH:4][CH:3]1[C:13]1[CH:18]=[CH:17][CH:16]=[CH:15][CH:14]=1.[OH-].[Na+].CO.OO>O>[OH:1][CH:2]1[C:7](=[O:8])[C:6]2[CH:9]=[CH:10][CH:11]=[CH:12][C:5]=2[N:4]=[C:3]1[C:13]1[CH:14]=[CH:15][CH:16]=[CH:17][CH:18]=1 |f:1.2|. Procedure: To a solution of 0.23 g (0.96 mmol) 3-hydroxy-2-phenyl-2H, 3H, 4H-1-benzopyridin-4-one, 0.94 g NaOH (in 4 mL water) and 35 mL MeOH was added 15 mL of H2O2 over ice bath. The yellow solution was then stirred at room temperature for 4 hours before the mixture was poured into 300 mL of water. The resulting mixture was extracted with CH2Cl2 and the solvent was removed from the organic phase. The resulting residue was recrystallized form toluene which gave the desired product in 17% yield. MP: 260°-2... The reactants are ON1N=NC2=C1C=CC=C2 (1-hydroxy-1H-benzotriazole), CN(CCCN=C=NCC)C (1-(3-dimethylaminopropyl)-3-ethylcarbodiimide), C(#N)C=1C=CC2=C(C=C(O2)C(=O)O)C1 (5-Cyano-2-benzofurancarboxylic acid), NC1=CC=C(OCC(=O)OC(C)(C)C)C=C1 (t-butyl 4-aminophenoxyacetate). Run in CN(C=O)C (N,N-dimethylformamide), O (Water). Reaction conditions: time 18 hour. Yields the product C(#N)C=1C=CC2=C(C=C(O2)C(=O)NC2=CC=C(OCC(=O)OC(C)(C)C)C=C2)C1 (t-butyl 4-[(5-cyano-2-benzofuranyl)carbonylamino]phenoxyacetate). The yield is 81.5%. Reaction SMILES: [C:1]([C:3]1[CH:4]=[CH:5][C:6]2[O:10][C:9]([C:11]([OH:13])=O)=[CH:8][C:7]=2[CH:14]=1)#[N:2].[NH2:15][C:16]1[CH:30]=[CH:29][C:19]([O:20][CH2:21][C:22]([O:24][C:25]([CH3:28])([CH3:27])[CH3:26])=[O:23])=[CH:18][CH:17]=1.ON1C2C=CC=CC=2N=N1.CN(C)CCCN=C=NCC>CN(C)C=O.O>[C:1]([C:3]1[CH:4]=[CH:5][C:6]2[O:10][C:9]([C:11]([NH:15][C:16]3[CH:17]=[CH:18][C:19]([O:20][CH2:21][C:22]([O:24][C:25]([CH3:26])([CH3:28])[CH3:27])=[O:23])=[CH:29][CH:30]=3)=[O:13])=[CH:8][C:7]=2[CH:14]=1)#[N:2]. Procedure: 5-Cyano-2-benzofurancarboxylic acid (300 mg, 1.60 mmol) and t-butyl 4-aminophenoxyacetate (395 mg, 1.76 mmol) were dissolved in N,N-dimethylformamide (40 ml), and 1-hydroxy-1H-benzotriazole (238 mg, 1.76 mmol) and 1-(3-dimethylaminopropyl)-3-ethylcarbodiimide (342 mg, 1.76 mmol) were added. The mixture was stirred at room temperature for 18 hours. Water (100 ml) was added to the reaction mixture, and the mixture was extracted with ethyl acetate. The extract was washed with water and saturated br... The reactants are Br, Br, c1ccc(CNCC2CCc3ccccc3O2)cc1, CC(=O)O. Yields the product Brc1ccc2c(c1)CCC(CNCc1ccccc1)O2. As a reaction SMILES: [Br:21].[BrH:1].[CH2:2]([c:3]1[cH:4][cH:5][cH:6][cH:7][cH:8]1)[NH:9][CH2:10][CH:11]1[O:12][c:13]2[cH:14][cH:15][cH:16][cH:17][c:18]2[CH2:19][CH2:20]1.[CH3:22][C:23](=[O:24])[OH:25]>>[Br:1][c:16]1[cH:15][cH:14][c:13]2[c:18]([cH:17]1)[CH2:19][CH2:20][CH:11]([CH2:10][NH:9][CH2:2][c:3]1[cH:4][cH:5][cH:6][cH:7][cH:8]1)[O:12]2. Starting materials: CS(=O)(=O)OCCC=1OC2=C(C1)C=C(C=C2)C2=CC=C(C=C2)C(=O)N2CCOCC2 (2-{5-[4-(4-morpholinylcarbonyl)phenyl]-1-benzofuran-2-yl}ethyl methanesulfonate), N1CCC=CC1 (1,2,3,6-tetrahydropyridine). Yields the product N1(CCC=CC1)CCC=1OC2=C(C1)C=C(C=C2)C2=CC=C(C(=O)N1CCOCC1)C=C2 (4-(4-{2-[2-(3,6-dihydro-1(2H)-pyridinyl)ethyl]-1-benzofuran-5-yl}benzoyl)morpholine). As a reaction SMILES: CS(O[CH2:6][CH2:7][C:8]1[O:9][C:10]2[CH:16]=[CH:15][C:14]([C:17]3[CH:22]=[CH:21][C:20]([C:23]([N:25]4[CH2:30][CH2:29][O:28][CH2:27][CH2:26]4)=[O:24])=[CH:19][CH:18]=3)=[CH:13][C:11]=2[CH:12]=1)(=O)=O.[NH:31]1[CH2:36][CH:35]=[CH:34][CH2:33][CH2:32]1>>[N:31]1([CH2:6][CH2:7][C:8]2[O:9][C:10]3[CH:16]=[CH:15][C:14]([C:17]4[CH:18]=[CH:19][C:20]([C:23]([N:25]5[CH2:30][CH2:29][O:28][CH2:27][CH2:26]5)=[O:24])=[CH:21][CH:22]=4)=[CH:13][C:11]=3[CH:12]=2)[CH2:32][CH:33]=[CH:34][CH2:35][CH2:36]1. Reported procedure: The product from Example 23D and 1,2,3,6-tetrahydropyridine were processed as described in Example 1D to provide the titled compound. 1H NMR (300 MHz, CD3OD) δ 7.83 (m, 1H), 7.74 (d, J=8.1, 2H), 7.58 (m, 2H), 7.51 (d, J=8.1 Hz, 2H), 6.80 (s, 1H), 6.05 (m, 1H), 5.79 (m, 2H), 3.4-3.8 (m, 12H), 3.41 (t, J=7.5 Hz, 4H), 2.5 (m, 2H); MS (DCI) m/z 416 (M+H)+; The reactants are C(C)OCOC=1C=CC(=C(C1)B(O)O)C (5-ethoxymethoxy-2-methylphenylboronic acid), FC(S(=O)(=O)OC1=C(C=C(C=C1)C(CC)=O)CCC)(F)F (4-propionyl-2-propylphenyl 1,1,1-trifluoromethanesulfonate), [Cl-].[Li+] (lithium chloride), C([O-])([O-])=O.[K+].[K+] (potassium carbonate). The solvent is COCCOC (1,2-dimethoxyethane), O (water). Product: C(C)OCOC=1C=CC(=C(C1)C1=C(C=C(C=C1)C(CC)=O)CCC)C (1-(5′-Ethoxymethoxy-2′methyl-2-propylbiphenyl-4-yl)propan-1-one). Reaction SMILES: [CH2:1]([O:3][CH2:4][O:5][C:6]1[CH:7]=[CH:8][C:9]([CH3:15])=[C:10](B(O)O)[CH:11]=1)[CH3:2].FC(F)(F)S(O[C:22]1[CH:27]=[CH:26][C:25]([C:28](=[O:31])[CH2:29][CH3:30])=[CH:24][C:23]=1[CH2:32][CH2:33][CH3:34])(=O)=O.[Cl-].[Li+].C(=O)([O-])[O-].[K+].[K+]>COCCOC.O>[CH2:1]([O:3][CH2:4][O:5][C:6]1[CH:7]=[CH:8][C:9]([CH3:15])=[C:10]([C:22]2[CH:27]=[CH:26][C:25]([C:28](=[O:31])[CH2:29][CH3:30])=[CH:24][C:23]=2[CH2:32][CH2:33][CH3:34])[CH:11]=1)[CH3:2] |f:2.3,4.5.6|. Procedure details: 1.56 g (7.4 mmol) of 5-ethoxymethoxy-2-methylphenylboronic acid, 2 g (6.2 mmol) of 4-propionyl-2-propylphenyl 1,1,1-trifluoromethanesulfonate, 517 mg (12 mmol) of lithium chloride and 7.4 ml of 2M potassium carbonate solution are dissolved in 50 ml of 1,2-dimethoxyethane in a round-bottomed flask and under a stream of nitrogen. The mixture is refluxed for 10 hours. It is then poured into water and extracted with ethyl acetate. The organic phase is dried over magnesium sulfate, filtered and then ... Starting materials: CN(C)C=O, [H-], CI, [Na+], CC(c1ccccc1)N1CC(C(=O)OC(C)(C)C)CC1=O, O, O=C(O)CC(O)(CC(=O)O)C(=O)O. Yields the product CC(c1ccccc1)N1CC(C)(C(=O)OC(C)(C)C)CC1=O. Reaction SMILES: [CH3:39][N:40]([CH3:41])[CH:42]=[O:43].[H-:24].[I:22][CH3:23].[Na+:25].[O:1]=[C:2]1[N:3]([CH:14]([CH3:15])[c:16]2[cH:17][cH:18][cH:19][cH:20][cH:21]2)[CH2:4][CH:5]([C:7](=[O:8])[O:9][C:10]([CH3:11])([CH3:12])[CH3:13])[CH2:6]1.[OH2:44].[OH:26][C:27]([CH2:28][C:29]([C:30](=[O:31])[OH:32])([CH2:33][C:34](=[O:35])[OH:36])[OH:37])=[O:38]>>[O:1]=[C:2]1[N:3]([CH:14]([CH3:15])[c:16]2[cH:17][cH:18][cH:19][cH:20][cH:21]2)[CH2:4][C:5]([C:7](=[O:8])[O:9][C:10]([CH3:11])([CH3:12])[CH3:13])([CH3:27])[CH2:6]1. Starting materials: FC1=C(C=C(C=C1)S(=O)(=O)CCC)C#C[Si](C)(C)C ({[2-Fluoro-5-(propylsulfonyl)phenyl]ethynyl}trimethyl silane), BrC1=CC(=C(C=C1)C1=CC=CC=C1)S(=O)(=O)C (4-bromo-2-(methylsulfonyl)biphenyl), BrC1=CC(=C(C=C1)C1=CC=CC=C1)S(=O)(=O)C (4-bromo-2-(methylsulfonyl)biphenyl), C(C)(C)(C)OC(COC1=C(C=C(C=C1)Cl)C#C)=O (tert-butyl(4-chloro-2-ethynylphenoxy)acetate), C(C)(C)(C)OC(COC1=C(C=C(C=C1)Cl)C#C)=O (tert-butyl(4-chloro-2-ethynylphenoxy)acetate). Yields the product C(C)(C)(C)OC(COC1=C(C=C(C=C1)Cl)C#CC1=CC(=C(C=C1)C1=CC=CC=C1)S(=O)(=O)C)=O (tert-butyl(4-chloro-2-{[2-(methylsulfonyl)biphenyl-4-yl]ethynyl}phenoxy)acetate). As a reaction SMILES: FC1C=CC(S(CCC)(=O)=O)=CC=1C#C[Si](C)(C)C.[C:20]([O:24][C:25](=[O:37])[CH2:26][O:27][C:28]1[CH:33]=[CH:32][C:31]([Cl:34])=[CH:30][C:29]=1[C:35]#[CH:36])([CH3:23])([CH3:22])[CH3:21].Br[C:39]1[CH:44]=[CH:43][C:42]([C:45]2[CH:50]=[CH:49][CH:48]=[CH:47][CH:46]=2)=[C:41]([S:51]([CH3:54])(=[O:53])=[O:52])[CH:40]=1>>[C:20]([O:24][C:25](=[O:37])[CH2:26][O:27][C:28]1[CH:33]=[CH:32][C:31]([Cl:34])=[CH:30][C:29]=1[C:35]#[C:36][C:39]1[CH:44]=[CH:43][C:42]([C:45]2[CH:50]=[CH:49][CH:48]=[CH:47][CH:46]=2)=[C:41]([S:51]([CH3:54])(=[O:52])=[O:53])[CH:40]=1)([CH3:23])([CH3:22])[CH3:21]. Reported procedure: Following the general method as outlined in Intermediate 107, starting from (4-chloro-2-ethynyl-phenoxy)-acetic acid tert-butyl ester (Intermediate 3) and 4-bromo-2-(methylsulfonyl)biphenyl (Intermediate 203), the title compound was obtained as a brown sticky solid after purification by flash column chromatography (silica), eluting with cyclohexane containing increasing amounts of EtOAc.